Dataset: the Open Reaction Database (ORD), a public repository of structured organic reaction records. Task: describe an organic reaction: reactants, conditions, products, and yield The reactants are CO, CCO, C=CC=C(C)COc1ccccc1S(=O)(=O)NCCc1c(CCOc2ccc(C(=O)O)cc2)c2cc(Cl)ccc2n1C(c1ccccc1)c1ccccc1. The product is O=C(O)c1ccc(OCCc2c(CCNS(=O)(=O)c3ccccc3O)n(C(c3ccccc3)c3ccccc3)c3ccc(Cl)cc23)cc1. Reaction SMILES: [CH3:55][OH:56].[CH3:57][CH2:58][OH:59].[CH:1]([c:2]1[cH:3][cH:4][cH:5][cH:6][cH:7]1)([c:8]1[cH:9][cH:10][cH:11][cH:12][cH:13]1)[n:14]1[c:15]([CH2:36][CH2:37][NH:38][S:39](=[O:40])(=[O:41])[c:42]2[c:43]([O:48][CH2:49][C:50]([CH3:51])=[CH:52][CH:53]=[CH2:54])[cH:44][cH:45][cH:46][cH:47]2)[c:16]([CH2:24][CH2:25][O:26][c:27]2[cH:28][cH:29][c:30]([C:31](=[O:32])[OH:33])[cH:34][cH:35]2)[c:17]2[cH:18][c:19]([Cl:23])[cH:20][cH:21][c:22]12>>[CH:1]([c:2]1[cH:3][cH:4][cH:5][cH:6][cH:7]1)([c:8]1[cH:9][cH:10][cH:11][cH:12][cH:13]1)[n:14]1[c:15]([CH2:36][CH2:37][NH:38][S:39](=[O:40])(=[O:41])[c:42]2[c:43]([OH:48])[cH:44][cH:45][cH:46][cH:47]2)[c:16]([CH2:24][CH2:25][O:26][c:27]2[cH:28][cH:29][c:30]([C:31](=[O:32])[OH:33])[cH:34][cH:35]2)[c:17]2[cH:18][c:19]([Cl:23])[cH:20][cH:21][c:22]12.